From a dataset of the Open Reaction Database (ORD), a public repository of structured organic reaction records. describe an organic reaction: reactants, conditions, products, and yield Procedure details: According to a similar manner as that in Reference Example 78 except that 4-cyanophenol, 1-bromo-4-chlorobutane, and morpholine were used, 4-(4-morpholinobutoxy)benzonitrile (86%) was obtained as a crude product. Reaction SMILES: [C:1]([C:3]1[CH:8]=[CH:7][C:6]([OH:9])=[CH:5][CH:4]=1)#[N:2].Br[CH2:11][CH2:12][CH2:13][CH2:14]Cl.[NH:16]1[CH2:21][CH2:20][O:19][CH2:18][CH2:17]1>>[O:19]1[CH2:20][CH2:21][N:16]([CH2:11][CH2:12][CH2:13][CH2:14][O:9][C:6]2[CH:7]=[CH:8][C:3]([C:1]#[N:2])=[CH:4][CH:5]=2)[CH2:17][CH2:18]1. Yields the product O1CCN(CC1)CCCCOC1=CC=C(C#N)C=C1 (4-(4-morpholinobutoxy)benzonitrile), crude product. The yield is 86.0%. Starting materials: N1CCOCC1 (morpholine), C(#N)C1=CC=C(C=C1)O (4-cyanophenol), BrCCCCCl (1-bromo-4-chlorobutane). Starting materials: [Br-], CC(C)(C)P(C(C)(C)C)C(C)(C)C, Cn1c(C#N)ccc1B(O)O, [F-], [K+], N#Cc1cc(N)ccc1Cl, C1CCOC1, O=C(C=Cc1ccccc1)C=Cc1ccccc1, O=C(C=Cc1ccccc1)C=Cc1ccccc1, O=C(C=Cc1ccccc1)C=Cc1ccccc1, [Pd], [Pd]. Yields the product Cn1c(C#N)ccc1-c1ccc(N)cc1C#N. As a reaction SMILES: [Br-:37].[C:24]([P:25]([C:26]([CH3:27])([CH3:28])[CH3:29])[C:30]([CH3:31])([CH3:32])[CH3:33])([CH3:34])([CH3:35])[CH3:36].[CH3:11][n:12]1[c:13]([B:19]([OH:20])[OH:21])[cH:14][cH:15][c:16]1[C:17]#[N:18].[F-:22].[K+:23].[NH2:1][c:2]1[cH:3][cH:4][c:5]([Cl:10])[c:6]([C:7]#[N:8])[cH:9]1.[O:38]1[CH2:39][CH2:40][CH2:41][CH2:42]1.[O:45]=[C:46]([CH:47]=[CH:48][c:49]1[cH:50][cH:51][cH:52][cH:53][cH:54]1)[CH:55]=[CH:56][c:57]1[cH:58][cH:59][cH:60][cH:61][cH:62]1.[O:63]=[C:64]([CH:65]=[CH:66][c:67]1[cH:68][cH:69][cH:70][cH:71][cH:72]1)[CH:73]=[CH:74][c:75]1[cH:76][cH:77][cH:78][cH:79][cH:80]1.[O:81]=[C:82]([CH:83]=[CH:84][c:85]1[cH:86][cH:87][cH:88][cH:89][cH:90]1)[CH:91]=[CH:92][c:93]1[cH:94][cH:95][cH:96][cH:97][cH:98]1.[Pd:43].[Pd:44]>>[NH2:1][c:2]1[cH:3][cH:4][c:5](-[c:13]2[n:12]([CH3:11])[c:16]([C:17]#[N:18])[cH:15][cH:14]2)[c:6]([C:7]#[N:8])[cH:9]1. Starting materials: COc2ccc1ccccc1c2 (substrate), Br[Mg]c3ccc(N(c1ccccc1)c2ccccc2)cc3 (effective_coupling_partner). Reagents/catalysts: C1-CDC. Run at temperature 60 celsius, time 4 hour. The product is c5ccc(N(c1ccccc1)c4ccc(c3ccc2ccccc2c3)cc4)cc5. Reactants: C(C1=CC=CC=C1)N1CCN(CC1)C=1N=CC2=C(N1)C(=CN(C2=O)CC)C (2-(4-benzylpiperazino)-6-ethyl-8-methylpyrido[4,3-d]pyrimidine-5(6H)-one), C(C)O (ethanol), resultant mixture, [H][H] (hydrogen). Reagents/catalysts: [Pd] (Pd-C). The solvent is C(C)(=O)O (acetic acid). The product is C(C)N1C(C2=C(N=C(N=C2)N2CCNCC2)C(=C1)C)=O (6-ethyl-8-methyl-2-piperazinopyrido[4,3-d]pyrimidine-5(6H)-one). Yield: 88.2%. As a reaction SMILES: C([N:8]1[CH2:13][CH2:12][N:11]([C:14]2[N:15]=[CH:16][C:17]3[C:23](=[O:24])[N:22]([CH2:25][CH3:26])[CH:21]=[C:20]([CH3:27])[C:18]=3[N:19]=2)[CH2:10][CH2:9]1)C1C=CC=CC=1.C(O)C.[H][H]>[Pd].C(O)(=O)C>[CH2:25]([N:22]1[CH:21]=[C:20]([CH3:27])[C:18]2[N:19]=[C:14]([N:11]3[CH2:10][CH2:9][NH:8][CH2:13][CH2:12]3)[N:15]=[CH:16][C:17]=2[C:23]1=[O:24])[CH3:26]. Procedure details: Added to 300 mg (0.83 mmol) of the 2-(4-benzylpiperazino)-6-ethyl-8-methylpyrido[4,3-d]pyrimidine-5(6H)-one obtained in Referential Example 11 were 6 ml of ethanol, 2 ml of acetic acid and 30 mg of 10% Pd-C. The resultant mixture was stirred at 45° C. for 3.5 hours in a hydrogen atmosphere. The Pd-C was removed from the reaction mixture, followed by concentration under reduced pressure. The concentrate was added with 20 ml of water, to which potassium carbonate was added until no foams were deve... Procedure: Sixty parts by weight of acetone was added to 100 parts by weight of the oily phase containing the oxidation product obtained in Example 8, (1) to prepare an MIBK/acetone mixed oily phase which was subjected to acid cleavage by the following method to obtain 2,6-dihydroxynaphthalene. RXN SMILES: [CH3:1][C:2]([CH3:4])=[O:3].[CH3:5][CH:6]([CH2:8][C:9]([CH3:11])=[O:10])[CH3:7].[CH3:12]C(C)=O>>[OH:3][C:2]1[CH:4]=[CH:7][C:6]2[C:5](=[CH:12][CH:11]=[C:9]([OH:10])[CH:8]=2)[CH:1]=1 |f:1.2|. Reactants: CC(=O)C (acetone), CC(C)CC(=O)C.CC(=O)C (MIBK acetone), product, ( 1 ). Yields the product OC1=CC2=CC=C(C=C2C=C1)O (2,6-dihydroxynaphthalene). The reactants are C1(=CC=CC=C1)C=1SCC(N1)C(=O)O (2-Phenylthiazoline-4-carboxylic acid), C(C)(C)[N-]C(C)C.[Li+] (lithium diisopropylamide), CI (methyl iodide), CO (methanol), 4-benzyloxazolidone, C1(=CC=CC=C1)C=1SCC(N1)C(=O)O (2-phenylthiazoline-4-carboxylic acid), [OH-].[Li+] (lithium hydroxide). Reagents/catalysts: Cl[Ti](Cl)(Cl)Cl (TiCl4). Product: COC([C@](N)(CS)C)=O ((S)-2-methylcysteine methyl ester). Reaction SMILES: C1(C2[S:8][CH2:9][CH:10]([C:12](O)=O)[N:11]=2)C=CC=CC=1.CI.[CH:17]([N-]C(C)C)(C)C.[Li+].[OH-:25].[Li+].[CH3:27][OH:28]>Cl[Ti](Cl)(Cl)Cl>[CH3:17][O:25][C:27](=[O:28])[C@@:10]([CH3:12])([CH2:9][SH:8])[NH2:11] |f:2.3,4.5|. Procedure details: (S)-Cysteine is reacted with benzoic acid to form 2-phenylthiazoline-4-carboxylic acid. 2-Phenylthiazoline-4-carboxylic acid is amidated with 4-benzyloxazolidone. The amidated 2-phenylthiazoline-4-carboxylic acid is alkylated with methyl iodide in the presence of TiCl4 and lithium diisopropylamide. The alkylated species is hydrolyzed by lithium hydroxide in methanol to obtain (S)-2-methylcysteine methyl ester. Reactants: C1CCNC1, CN1CCC(=O)CC1, CCO, O=[N+]([O-])c1ccc2[nH]ccc2c1. Product: CN1CC=C(c2c[nH]c3ccc([N+](=O)[O-])cc23)CC1. Reaction SMILES: [CH2:13]1[CH2:14][NH:15][CH2:16][CH2:17]1.[CH3:18][N:19]1[CH2:20][CH2:21][C:22](=[O:25])[CH2:23][CH2:24]1.[CH3:26][CH2:27][OH:28].[N+:1](=[O:2])([O-:3])[c:4]1[cH:5][c:6]2[cH:7][cH:8][nH:9][c:10]2[cH:11][cH:12]1>>[N+:1](=[O:2])([O-:3])[c:4]1[cH:5][c:6]2[c:7]([C:22]3=[CH:21][CH2:20][N:19]([CH3:18])[CH2:24][CH2:23]3)[cH:8][nH:9][c:10]2[cH:11][cH:12]1. Reactants: BrC1=CC2=C(OCC(C3=C2N=C(S3)C(=O)OCC)C)C=C1 (ethyl 9-bromo-4-methyl-4,5-dihydrobenzo[2,3]oxepino[4,5-d]thiazole-2-carboxylate), ethyl ester, titled compounds, N1=C(C=CC=C1)[C@@](C)(C#C)O ((R)-2-(pyridin-2-yl)but-3-yn-2-ol), CC1COC2=C(C=3N=C(SC31)C(=O)[O-])C=CC=C2 (4-methyl-4,5-dihydrobenzo[2,3]oxepino[4,5-d]thiazole-2-carboxylate). Yields the product O[C@@](C#CC1=CC2=C(OCC(C3=C2N=C(S3)C(=O)N)C)C=C1)(C)C1=NC=CC=C1 (9-((R)-3-hydroxy-3-(pyridin-2-yl)but-1-yn-1-yl)-4-methyl-4,5-dihydrobenzo[2,3]oxepino[4,5-d]thiazole-2-carboxamide). As a reaction SMILES: Br[C:2]1[CH:21]=[CH:20][C:5]2[O:6][CH2:7][CH:8]([CH3:19])[C:9]3[S:13][C:12]([C:14]([O:16]CC)=O)=[N:11][C:10]=3[C:4]=2[CH:3]=1.[N:22]1[CH:27]=[CH:26][CH:25]=[CH:24][C:23]=1[C@:28]([OH:32])([C:30]#[CH:31])[CH3:29].CC1C2SC(C([O-])=O)=[N:40]C=2C2C=CC=CC=2OC1>>[OH:32][C@:28]([C:23]1[CH:24]=[CH:25][CH:26]=[CH:27][N:22]=1)([CH3:29])[C:30]#[C:31][C:2]1[CH:21]=[CH:20][C:5]2[O:6][CH2:7][CH:8]([CH3:19])[C:9]3[S:13][C:12]([C:14]([NH2:40])=[O:16])=[N:11][C:10]=3[C:4]=2[CH:3]=1. Procedure: Similar to as described in General Procedure G, ethyl 9-bromo-4-methyl-4,5-dihydrobenzo[2,3]oxepino[4,5-d]thiazole-2-carboxylate was reacted with (R)-2-(pyridin-2-yl)but-3-yn-2-ol to give a diasteromeric mixture of ethyl 94(R)-3-hydroxy-3-(pyridin-2-yl)but-1-yn-1-yl)-4-methyl-4,5-dihydrobenzo[2,3]oxepino[4,5-d]thiazole-2-carboxylate. Following aminolysis of the ethyl ester (similar to as described in General Procedure M) a diasteromeric mixture of the titled compounds was obtained and separated ... The reactants are COC(=O)c1cc(C(F)(F)F)cc(C(F)(F)F)c1, Cc1ccccc1, C=CN1CCCC1=O, [H-], [Na+]. Yields the product C=CN1CCC(C(=O)c2cc(C(F)(F)F)cc(C(F)(F)F)c2)C1=O. As a reaction SMILES: [CH3:1][O:2][C:3]([c:4]1[cH:5][c:6]([C:14]([F:15])([F:16])[F:17])[cH:7][c:8]([C:10]([F:11])([F:12])[F:13])[cH:9]1)=[O:18].[CH3:29][c:30]1[cH:31][cH:32][cH:33][cH:34][cH:35]1.[CH:19](=[CH2:20])[N:21]1[C:22](=[O:26])[CH2:23][CH2:24][CH2:25]1.[H-:27].[Na+:28]>>[C:3]([c:4]1[cH:5][c:6]([C:14]([F:15])([F:16])[F:17])[cH:7][c:8]([C:10]([F:11])([F:12])[F:13])[cH:9]1)(=[O:18])[CH:23]1[C:22](=[O:26])[N:21]([CH:19]=[CH2:20])[CH2:25][CH2:24]1. The reactants are C(C)(C)(C)OC(=O)N(C(CC(=O)O)C)C (N-t-butoxycarbonyl-N-methyl-β-methyl-β-alanine), N1CCOCC1 (morpholine), Cl.C(C)N=C=NCCCN(C)C (N-ethyl-N'-(3-dimethylaminopropyl)carbodiimide hydrochloride). The solvent is C(Cl)Cl (methylene chloride). Conditions: time 8 hour. The product is C(C)(C)(C)OC(=O)N(CCC(=O)N1CCOCC1)C (4-(N-t-butoxycarbonyl-N-methyl-β-alanyl)morpholine). The yield is 106.4%. As a reaction SMILES: [C:1]([O:5][C:6]([N:8]([CH3:15])[CH:9](C)[CH2:10][C:11]([OH:13])=O)=[O:7])([CH3:4])([CH3:3])[CH3:2].[NH:16]1[CH2:21][CH2:20][O:19][CH2:18][CH2:17]1.Cl.C(N=C=NCCCN(C)C)C>C(Cl)Cl>[C:1]([O:5][C:6]([N:8]([CH3:15])[CH2:9][CH2:10][C:11]([N:16]1[CH2:21][CH2:20][O:19][CH2:18][CH2:17]1)=[O:13])=[O:7])([CH3:2])([CH3:3])[CH3:4] |f:2.3|. Procedure details: To a mixture of N-t-butoxycarbonyl-N-methyl-β-methyl-β-alanine (1.02 g) and morpholine (0.48 g) in dry methylene chloride was added N-ethyl-N'-(3-dimethylaminopropyl)carbodiimide hydrochloride (1.05 g), and the mixture was stirred at ambient temperature overnight. After evaporation of the solvent, the residue was dissolved in ethyl acetate. The solution was washed with 1% citric acid aqueous solution, saturated sodium bicarbonate solution, and saturated sodium chloride solution. Then the solutio...